This data is from the Open Reaction Database (ORD), a public repository of structured organic reaction records. The task is: describe an organic reaction: reactants, conditions, products, and yield Starting materials: Cl.C(C)(C)(C)OC([C@@H](NC(=O)OC(C)(C)C)CCCNC(OC(C)C)=N)=O (N2-(tert-butoxycarbonyl)-N5-(iminoisopropoxymethyl)-L-ornithine tert-butyl ester hydrochloride), Cl (hydrochloric acid). The solvent is O1CCOCC1 (dioxane), O1CCOCC1 (dioxane). Run at time 14 hour. Product: Cl.Cl.N=C(NCCC[C@H](N)C(=O)O)OC(C)C (N5-(iminoisopropoxymethyl)-L-ornithine dihydrochloride). The yield is 271.5%. RXN SMILES: [ClH:1].C([O:6][C:7](=[O:27])[C@H:8]([CH2:17][CH2:18][CH2:19][NH:20][C:21](=[NH:26])[O:22][CH:23]([CH3:25])[CH3:24])[NH:9]C(OC(C)(C)C)=O)(C)(C)C.Cl>O1CCOCC1>[ClH:1].[ClH:1].[NH:26]=[C:21]([O:22][CH:23]([CH3:25])[CH3:24])[NH:20][CH2:19][CH2:18][CH2:17][C@@H:8]([C:7]([OH:27])=[O:6])[NH2:9] |f:0.1,4.5.6|. Procedure details: To a 0° C. stirred solution of 0.54 g (1.32 mmol)N2-(tert-butoxycarbonyl)-N5-(iminoisopropoxymethyl)-L-ornithine tert-butyl ester hydrochloride in 2 ml dioxane was added 10 mL of 4N hydrochloric acid in dioxane solution. The solution was stirred 14 h leaving a pale yellow precipitate. The dioxane was removed under reduced pressure and the residue suspended in ether. After stirring for 3 h, the ether was decanted and the solids dried under vacuum to give 0.52 g N5-(iminoisopropoxymethyl)-L-ornith... The reactants are C(CCC)C=1C=CC(=C(C1)[N+](=O)[O-])NC=O (5-n-butyl-2-formamido-1-nitrobenzene), C(C)(C)OC(=O)NC1=CC(=C(N)C=C1)[N+](=O)[O-] (4-isopropoxycarbonylamino-2-nitroaniline), C(CCC)C1=CC(=C(N)C=C1)[N+](=O)[O-] (4-n-butyl-2-nitroaniline). Product: C(=O)NC1=C(C=C(C=C1)NC(=O)OC(C)C)[N+](=O)[O-] (2-formamido-5-isopropoxycarbonylamino-1-nitrobenzene). Reaction SMILES: C([C:5]1[CH:6]=[CH:7][C:8]([NH:14][CH:15]=[O:16])=[C:9]([N+:11]([O-:13])=[O:12])[CH:10]=1)CCC.[CH:17]([O:20][C:21]([NH:23]C1C=CC(N)=C([N+]([O-])=O)C=1)=[O:22])([CH3:19])[CH3:18].C(C1C=CC(N)=C([N+]([O-])=O)C=1)CCC>>[CH:15]([NH:14][C:8]1[CH:7]=[CH:6][C:5]([NH:23][C:21]([O:20][CH:17]([CH3:19])[CH3:18])=[O:22])=[CH:10][C:9]=1[N+:11]([O-:13])=[O:12])=[O:16]. Procedure: In a similar manner to that described above for the preparation of 5-n-butyl-2-formamido-1-nitrobenzene but substituting an equimolecular quantity of 4-isopropoxycarbonylamino-2-nitroaniline for the 4-n-butyl-2-nitroaniline, there was obtained 2-formamido-5-isopropoxycarbonylamino-1-nitrobenzene, m.p. 168°-170° C. The reactants are C[O-].[Na+] (sodium methoxide), S(O)(O)(=O)=O (sulfuric acid), C(C1CCC=CC1)=O (1,2,3,6-tetrahydrobenzaldehyde), [Br-].COC(C[P+](C1=CC=CC=C1)(C1=CC=CC=C1)C1=CC=CC=C1)=CC(=O)OC ([2-methoxy-3-(methoxycarbonyl)allyl]triphenylphosphonium bromide). Run in CO (methanol), O1CCOCC1 (dioxane), CO (methanol). Reaction conditions: time 10 minute. Yields the product C1=CCC(CC1)C=CC(CC(=O)OC)=O (methyl 5-(cyclohexen-4-yl)-3-oxo-4-pentenoate). Yield: 79.3%. As a reaction SMILES: [Br-].C[O:3][C:4](=[CH:25][C:26]([O:28][CH3:29])=[O:27])[CH2:5][P+](C1C=CC=CC=1)(C1C=CC=CC=1)C1C=CC=CC=1.C[O-].[Na+].[CH:33](=O)[CH:34]1[CH2:39][CH:38]=[CH:37][CH2:36][CH2:35]1.S(=O)(=O)(O)O>CO.O1CCOCC1>[CH:37]1[CH2:36][CH2:35][CH:34]([CH:33]=[CH:5][C:4](=[O:3])[CH2:25][C:26]([O:28][CH3:29])=[O:27])[CH2:39][CH:38]=1 |f:0.1,2.3|. Reported procedure: In 100 ml of methanol was dissolved 25.7 g of [2-methoxy-3-(methoxycarbonyl)allyl]triphenylphosphonium bromide, and to this solution was added dropwise 10.5 g of a 28% by weight solution of sodium methoxide in methanol with stirring at room temperature over 10 minutes. To the mixed solution was then further added 5 g of 1,2,3,6-tetrahydrobenzaldehyde at room temperature and the resulting mixture was subjected to reaction at the same temperature for 2 hours. After completion of the reaction, the ... Reactants: O (water), C(C1=CC=CC=C1)N1C=C(C2=CC(=CC=C12)OC)C1=CC=2C(=NC=CN2)N1 (6-(1-benzyl-5-methoxy-1H-indol-3-yl)-5H-pyrrolo[2,3-b]pyrazine), [Na] (sodium), N (ammonia). Run in O1CCCC1 (tetrahydrofuran). Reaction conditions: temperature -78 celsius, time 30 minute. Product: COC=1C=C2C(=CNC2=CC1)C1=CC=2C(=NC=CN2)N1 (6-(5-Methoxy-1H-indol-3-yl)-5H-pyrrolo[2,3-b]pyrazine). The yield is 37.5%. As a reaction SMILES: C([N:8]1[C:16]2[C:11](=[CH:12][C:13]([O:17][CH3:18])=[CH:14][CH:15]=2)[C:10]([C:19]2[NH:27][C:22]3=[N:23][CH:24]=[CH:25][N:26]=[C:21]3[CH:20]=2)=[CH:9]1)C1C=CC=CC=1.N.[Na].O>O1CCCC1>[CH3:18][O:17][C:13]1[CH:12]=[C:11]2[C:16](=[CH:15][CH:14]=1)[NH:8][CH:9]=[C:10]2[C:19]1[NH:27][C:22]2=[N:23][CH:24]=[CH:25][N:26]=[C:21]2[CH:20]=1 |^1:28|. Reported procedure: A cooled (−78° C.) solution of 6-(1-benzyl-5-methoxy-1H-indol-3-yl)-5H-pyrrolo[2,3-b]pyrazine [50 mg, Example 1(m)] in tetrahydrofuran (20 mL) was treated with liquid ammonia (20 mL) then with sodium (100 mg). After stirring at −78° C. for 30 minutes the reaction mixture was allowed to warm slowly to ambient temperature, then treated with water (50 mL) and then extracted three times with ethyl acetate (50 mL). The combined extracts were dried over sodium sulfate and then evaporated. The residue ... The reactants are O=C(COc1ccc(C23CC4CC(CC(C4)C2)C3)cc1)Nc1cccc(C(=O)O)c1, ClCCCl, CCOC(C)=O, CCN(C(C)C)C(C)C, NCCc1ccncc1, CN(C)C=O, On1nnc2ccccc21. Product: O=C(COc1ccc(C23CC4CC(CC(C4)C2)C3)cc1)Nc1cccc(C(=O)NCCc2ccncc2)c1. Reaction SMILES: [C:1]12([c:11]3[cH:12][cH:13][c:14]([O:15][CH2:16][C:17](=[O:18])[NH:19][c:20]4[cH:21][c:22]([C:23](=[O:24])[OH:25])[cH:26][cH:27][cH:28]4)[cH:29][cH:30]3)[CH2:2][CH:3]3[CH2:4][CH:5]([CH2:6][CH:7]([CH2:8]1)[CH2:9]3)[CH2:10]2.[CH2:49]([Cl:50])[CH2:51][Cl:52].[CH3:68][CH2:69][O:70][C:71](=[O:72])[CH3:73].[CH:40]([N:41]([CH2:42][CH3:43])[CH:44]([CH3:45])[CH3:46])([CH3:47])[CH3:48].[NH2:31][CH2:32][CH2:33][c:34]1[cH:35][cH:36][n:37][cH:38][cH:39]1.[O:63]=[CH:64][N:65]([CH3:66])[CH3:67].[OH:53][n:54]1[c:55]2[c:56]([cH:57][cH:58][cH:59][cH:60]2)[n:61][n:62]1>>[C:1]12([c:11]3[cH:12][cH:13][c:14]([O:15][CH2:16][C:17](=[O:18])[NH:19][c:20]4[cH:21][c:22]([C:23](=[O:25])[NH:31][CH2:32][CH2:33][c:34]5[cH:35][cH:36][n:37][cH:38][cH:39]5)[cH:26][cH:27][cH:28]4)[cH:29][cH:30]3)[CH2:2][CH:3]3[CH2:4][CH:5]([CH2:6][CH:7]([CH2:8]1)[CH2:9]3)[CH2:10]2. The reactants are [N+](=O)([O-])C=1C=C(NC(C2=CC=C(C=C2)N2CCOCC2)=O)C=CC1[N+](=O)[O-] (3,4-dinitro-N-(4-morpholinobenzoyl)aniline), C1(CC1)C(=O)N1CCN(CC1)C1=CC=C(C=O)C=C1 (4-(4-cyclopropanecarbonylpiperazinyl)benzaldehyde). Product: C1(CC1)C(=O)N1CCN(CC1)C1=CC=C(C=C1)C1=NC2=C(N1)C=CC(=C2)NC(C2=CC=C(C=C2)N2CCOCC2)=O (N-(2-(4-(4-Cyclopropanecarbonylpiperazinyl)phenyl)-1H-benzimidazol-5-yl)-4-morpholinobenzamide). Reaction SMILES: [N+:1]([C:4]1[CH:5]=[C:6]([CH:22]=[CH:23][C:24]=1[N+:25]([O-])=O)[NH:7][C:8](=[O:21])[C:9]1[CH:14]=[CH:13][C:12]([N:15]2[CH2:20][CH2:19][O:18][CH2:17][CH2:16]2)=[CH:11][CH:10]=1)([O-])=O.[CH:28]1([C:31]([N:33]2[CH2:38][CH2:37][N:36]([C:39]3[CH:46]=[CH:45][C:42]([CH:43]=O)=[CH:41][CH:40]=3)[CH2:35][CH2:34]2)=[O:32])[CH2:30][CH2:29]1>>[CH:28]1([C:31]([N:33]2[CH2:34][CH2:35][N:36]([C:39]3[CH:40]=[CH:41][C:42]([C:43]4[NH:25][C:24]5[CH:23]=[CH:22][C:6]([NH:7][C:8](=[O:21])[C:9]6[CH:14]=[CH:13][C:12]([N:15]7[CH2:20][CH2:19][O:18][CH2:17][CH2:16]7)=[CH:11][CH:10]=6)=[CH:5][C:4]=5[N:1]=4)=[CH:45][CH:46]=3)[CH2:37][CH2:38]2)=[O:32])[CH2:29][CH2:30]1. Reported procedure: Compound 415 was prepared according to the procedure similar to that described in Scheme III from 3,4-dinitro-N-(4-morpholinobenzoyl)aniline and 4-(4-cyclopropanecarbonylpiperazinyl)benzaldehyde. [M+H]+ calcd for C32H34N6O3: 551.27; found: 551.10. Starting materials: BrCC1CO1, CC(C)O, N#Cc1cccc(C(NCC(O)CCl)c2ccc(Cl)cc2)c1, Cl, [Na+], O=C([O-])O. Product: N#Cc1cccc(C(c2ccc(Cl)cc2)N2CC(O)C2)c1. RXN SMILES: [Br:29][CH2:30][CH:31]1[O:32][CH2:33]1.[CH:34]([OH:35])([CH3:36])[CH3:37].[Cl:2][CH2:3][CH:4]([CH2:5][NH:6][CH:7]([c:8]1[cH:9][c:10]([C:11]#[N:12])[cH:13][cH:14][cH:15]1)[c:16]1[cH:17][cH:18][c:19]([Cl:22])[cH:20][cH:21]1)[OH:23].[ClH:1].[Na+:28].[O-:24][C:25]([OH:26])=[O:27]>>[CH2:3]1[CH:4]([OH:23])[CH2:5][N:6]1[CH:7]([c:8]1[cH:9][c:10]([C:11]#[N:12])[cH:13][cH:14][cH:15]1)[c:16]1[cH:17][cH:18][c:19]([Cl:22])[cH:20][cH:21]1. Yields the product ClC=1C=C2C(C(NC2=CC1)=O)(C1=C(C=CC=C1)OC)N1[C@@H](CCCC1)C(=O)OCC1=CC=CC=C1 (benzyl(2S)-1-[5-chloro-3-(2-methoxyphenyl)-2-oxo-2,3-dihydro-1H-indol-3-yl]piperidine-2-car boxylate). Reaction SMILES: Cl[C:2]1([C:13]2[CH:18]=[CH:17][CH:16]=[CH:15][C:14]=2[O:19][CH3:20])[C:10]2[C:5](=[CH:6][CH:7]=[C:8]([Cl:11])[CH:9]=2)[NH:4][C:3]1=[O:12].Cl.C([N:29]1[CH2:34][CH2:33][CH2:32][CH2:31][C@H:30]1[C:35]([OH:37])=[O:36])C1C=CC=CC=1>>[Cl:11][C:8]1[CH:9]=[C:10]2[C:5](=[CH:6][CH:7]=1)[NH:4][C:3](=[O:12])[C:2]2([N:29]1[CH2:34][CH2:33][CH2:32][CH2:31][C@H:30]1[C:35]([O:37][CH2:2][C:10]1[CH:5]=[CH:6][CH:7]=[CH:8][CH:9]=1)=[O:36])[C:13]1[CH:18]=[CH:17][CH:16]=[CH:15][C:14]=1[O:19][CH3:20] |f:1.2|. Isolated yield 202.9%. Procedure: With 2.19 g of 3,5-dichloro-3-(2-methoxyphenyl)-1,3-dihydro-2H-indol-2-one and 2.00 g of benzyl(2S)piperidine-2-carboxylic acid hydrochloride, which is the compound described in Example X of the brochure Publication No. WO98/42342, as starting materials, 3.54 g of the title compound (amorphous) was obtained by a similar method to Step 4-2. Reactants: ClC1(C(NC2=CC=C(C=C12)Cl)=O)C1=C(C=CC=C1)OC (3,5-dichloro-3-(2-methoxyphenyl)-1,3-dihydro-2H-indol-2-one), Cl.C(C1=CC=CC=C1)N1[C@@H](CCCC1)C(=O)O (benzyl(2S)piperidine-2-carboxylic acid hydrochloride). Starting materials: ClCCCOC1=CC2=C(C(C=CO2)=O)C=C1 (7-(3-chloropropoxy)-4H-1-benzopyran-4-one), BrCCCCCl (1-bromo-4-chlorobutane), OC1=CC2=C(C(C=CO2)=O)C=C1 (7-hydroxy-4H-1-benzopyran-4-one). Product: ClCCCCOC1=CC2=C(C(C=CO2)=O)C=C1 (7-(4-Chlorobutoxy)-4H-1-benzopyran-4-one). As a reaction SMILES: Cl[CH2:2][CH2:3][CH2:4][O:5][C:6]1[CH:16]=[CH:15][C:9]2[C:10](=[O:14])[CH:11]=[CH:12][O:13][C:8]=2[CH:7]=1.BrCCC[CH2:21][Cl:22].OC1C=CC2C(=O)C=COC=2C=1>>[Cl:22][CH2:21][CH2:2][CH2:3][CH2:4][O:5][C:6]1[CH:16]=[CH:15][C:9]2[C:10](=[O:14])[CH:11]=[CH:12][O:13][C:8]=2[CH:7]=1. Procedure: The title compound, mp 75°-78° C. was prepared as described above for 7-(3-chloropropoxy)-4H-1-benzopyran-4-one, starting from 1-bromo-4-chlorobutane and 7-hydroxy-4H-1-benzopyran-4-one. Starting materials: C=C(C)c1cc(C(=O)N2Cc3ccc(Br)cc3C2)c(OCc2ccccc2)cc1OCc1ccccc1, CN1CCN(C2CCNCC2)CC1, CC(C)(C)[O-], Cc1ccccc1, ClCCl, [Na+]. The product is C=C(C)c1cc(C(=O)N2Cc3ccc(N4CCC(N5CCN(C)CC5)CC4)cc3C2)c(OCc2ccccc2)cc1OCc1ccccc1. RXN SMILES: [CH2:1]([c:2]1[cH:3][cH:4][cH:5][cH:6][cH:7]1)[O:8][c:9]1[c:10]([C:26](=[O:27])[N:28]2[CH2:29][c:30]3[cH:31][cH:32][c:33]([Br:37])[cH:34][c:35]3[CH2:36]2)[cH:11][c:12]([C:23](=[CH2:24])[CH3:25])[c:13]([O:15][CH2:16][c:17]2[cH:18][cH:19][cH:20][cH:21][cH:22]2)[cH:14]1.[CH3:38][N:39]1[CH2:40][CH2:41][N:42]([CH:45]2[CH2:46][CH2:47][NH:48][CH2:49][CH2:50]2)[CH2:43][CH2:44]1.[CH3:51][C:52]([CH3:53])([O-:54])[CH3:55].[CH3:57][c:58]1[cH:59][cH:60][cH:61][cH:62][cH:63]1.[Cl:64][CH2:65][Cl:66].[Na+:56]>>[CH2:1]([c:2]1[cH:3][cH:4][cH:5][cH:6][cH:7]1)[O:8][c:9]1[c:10]([C:26](=[O:27])[N:28]2[CH2:29][c:30]3[cH:31][cH:32][c:33]([N:48]4[CH2:47][CH2:46][CH:45]([N:42]5[CH2:41][CH2:40][N:39]([CH3:38])[CH2:44][CH2:43]5)[CH2:50][CH2:49]4)[cH:34][c:35]3[CH2:36]2)[cH:11][c:12]([C:23](=[CH2:24])[CH3:25])[c:13]([O:15][CH2:16][c:17]2[cH:18][cH:19][cH:20][cH:21][cH:22]2)[cH:14]1.